Dataset: the Open Reaction Database (ORD), a public repository of structured organic reaction records. Task: describe an organic reaction: reactants, conditions, products, and yield Starting materials: FC=1C=C(C(=O)N2CC(C=3NC=4C=CC=CC4C3C(C2)(C)C)C(=O)OCC)C=CC1F (ethyl 3-(3,4-difluorobenzoyl)-1,1-dimethyl-1,2,3,4,5,6-hexahydroazepino[4,5-b]indole-5-carboxylate), C1(CCC1)N (cyclobutylamine), C1(CCC1)[NH-] (cyclobutylamide), C1=CN(C=N1)C(=O)N2C=CN=C2 (CDI). The product is C1(CCC1)C1C(C2=C(NC=3C=CC=CC23)C(=CN1C(C1=CC(=C(C=C1)F)F)=O)C(=O)N)(C)C (cyclobutyl 3-(3,4-difluorobenzoyl)-1,1-dimethyl-1,2,3,6-tetrahydroazepino[4,5-b]indole-5-carboxamide). Reaction SMILES: [F:1][C:2]1[CH:3]=[C:4]([CH:28]=[CH:29][C:30]=1[F:31])[C:5]([N:7]1[CH2:20][C:19]([CH3:22])([CH3:21])[C:18]2[C:17]3[CH:16]=[CH:15][CH:14]=[CH:13][C:12]=3[NH:11][C:10]=2[CH:9]([C:23](OCC)=[O:24])[CH2:8]1)=[O:6].[CH:32]1([NH-])[CH2:35][CH2:34][CH2:33]1.C1N=C[N:39](C(N2C=NC=C2)=O)C=1.C1(N)CCC1>>[CH:32]1([CH:20]2[N:7]([C:5](=[O:6])[C:4]3[CH:28]=[CH:29][C:30]([F:31])=[C:2]([F:1])[CH:3]=3)[CH:8]=[C:9]([C:23]([NH2:39])=[O:24])[C:10]3[NH:11][C:12]4[CH:13]=[CH:14][CH:15]=[CH:16][C:17]=4[C:18]=3[C:19]2([CH3:21])[CH3:22])[CH2:35][CH2:34][CH2:33]1. Reported procedure: In a similar manner, ethyl 3-(3,4-difluorobenzoyl)-1,1-dimethyl-1,2,3,4,5,6-hexahydroazepino[4,5-b]indole-5-carboxylate was saponified, converted to the corresponding cyclobutylamide using CDI and cyclobutylamine, and then oxidized as described previously in Example 63 to give cyclobutyl 3-(3,4-difluorobenzoyl)-1,1-dimethyl-1,2,3,6-tetrahydroazepino[4,5-b]indole-5-carboxamide; MS (ESI): 450 (MH+).